From a dataset of the Open Reaction Database (ORD), a public repository of structured organic reaction records. describe an organic reaction: reactants, conditions, products, and yield The reactants are C1(=CC=CC=C1)N(S(=O)(=O)C1=CC2=C(N(C(=N2)CNC2=CC=C(C=C2)C#N)C)C=C1)CCC(=O)OCC (1-methyl-2-[N-(4-cyanophenyl)aminomethyl]benzimidazol-5-yl-sulfonic acid-N-phenyl-N-(2-ethoxycarbonylethyl)amide), Cl (hydrochloric acid), C(C)O (ethanol), C([O-])([O-])=O.[NH4+].[NH4+] (ammonium carbonate), C27H30N6O4S. Run in ClCCl.C(C)O (dichloromethane ethanol). The product is Cl.C1(=CC=CC=C1)N(S(=O)(=O)C1=CC2=C(N(C(=N2)CNC2=CC=C(C=C2)C(N)=N)C)C=C1)CCC(=O)OCC (1-Methyl-2-[N-(4-amidinophenyl)aminomethyl]benzimidazol-5-yl-sulfonic acid-N-phenyl-N-(2-ethoxycarbonylethyl)amide hydrochloride). Isolated yield 87.0%. RXN SMILES: [C:1]1([N:7]([CH2:31][CH2:32][C:33]([O:35][CH2:36][CH3:37])=[O:34])[S:8]([C:11]2[CH:30]=[CH:29][C:14]3[N:15]([CH3:28])[C:16]([CH2:18][NH:19][C:20]4[CH:25]=[CH:24][C:23]([C:26]#[N:27])=[CH:22][CH:21]=4)=[N:17][C:13]=3[CH:12]=2)(=[O:10])=[O:9])[CH:6]=[CH:5][CH:4]=[CH:3][CH:2]=1.[ClH:38].C(O)C.C(=O)([O-])[O-].[NH4+:46].[NH4+]>ClCCl.C(O)C>[ClH:38].[C:1]1([N:7]([CH2:31][CH2:32][C:33]([O:35][CH2:36][CH3:37])=[O:34])[S:8]([C:11]2[CH:30]=[CH:29][C:14]3[N:15]([CH3:28])[C:16]([CH2:18][NH:19][C:20]4[CH:25]=[CH:24][C:23]([C:26](=[NH:46])[NH2:27])=[CH:22][CH:21]=4)=[N:17][C:13]=3[CH:12]=2)(=[O:9])=[O:10])[CH:2]=[CH:3][CH:4]=[CH:5][CH:6]=1 |f:3.4.5,6.7,8.9|. Procedure: Prepared analogously to Example 25d from 1-methyl-2-[N-(4-cyanophenyl)aminomethyl]benzimidazol-5-yl-sulfonic acid-N-phenyl-N-(2-ethoxycarbonylethyl)amide, ethanolic hydrochloric acid, ethanol, and ammonium carbonate. Yield: 87% of theory, C27H30N6O4S (534.6); Rf value: 0.13 (silica gel; dichloromethane/ethanol=9:1); EKA mass spectrum: (M+H)+=535; (M+H+Na)++=279. Reactants: CCO, [H][H], CC(Cn1ccnc1)Cn1nnc2ccc([N+](=O)[O-])cc2c1=O. Product: CC(Cn1ccnc1)Cn1nnc2ccc(N)cc2c1=O. As a reaction SMILES: [CH3:26][CH2:27][OH:28].[H:24][H:25].[n:1]1([CH2:6][CH:7]([CH2:8][n:9]2[n:10][n:11][c:12]3[c:13]([c:14]2=[O:15])[cH:16][c:17]([N+:20]([O-:21])=[O:22])[cH:18][cH:19]3)[CH3:23])[cH:2][n:3][cH:4][cH:5]1>>[n:1]1([CH2:6][CH:7]([CH2:8][n:9]2[n:10][n:11][c:12]3[c:13]([c:14]2=[O:15])[cH:16][c:17]([NH2:20])[cH:18][cH:19]3)[CH3:23])[cH:2][n:3][cH:4][cH:5]1.